Dataset: the Open Reaction Database (ORD), a public repository of structured organic reaction records. Task: describe an organic reaction: reactants, conditions, products, and yield Starting materials: N#CCBr, CCCC[N+](CCCC)(CCCC)CCCC, C1CCOC1, NC1(CO)c2cc(Br)ccc2Oc2cnc(Cl)cc21, [Na+], [OH-], O=S(=O)([O-])O. The product is N#CCOCC1(N)c2cc(Br)ccc2Oc2cnc(Cl)cc21. Reaction SMILES: [Br:20][CH2:21][C:22]#[N:23].[CH2:31]([N+:32]([CH2:33][CH2:34][CH2:35][CH3:36])([CH2:37][CH2:38][CH2:39][CH3:40])[CH2:41][CH2:42][CH2:43][CH3:44])[CH2:45][CH2:46][CH3:47].[CH2:48]1[O:49][CH2:50][CH2:51][CH2:52]1.[NH2:1][C:2]1([CH2:18][OH:19])[c:3]2[cH:4][c:5]([Br:17])[cH:6][cH:7][c:8]2[O:9][c:10]2[cH:11][n:12][c:13]([Cl:16])[cH:14][c:15]21.[Na+:25].[OH-:24].[S:26]([O-:27])([OH:28])(=[O:29])=[O:30]>>[NH2:1][C:2]1([CH2:18][O:19][CH2:21][C:22]#[N:23])[c:3]2[cH:4][c:5]([Br:17])[cH:6][cH:7][c:8]2[O:9][c:10]2[cH:11][n:12][c:13]([Cl:16])[cH:14][c:15]21. Product: COC(=O)c1ccc(CNO)cc1. Starting materials: CCO, COC(=O)c1ccc(C=O)cc1, Cl, NO. Reaction SMILES: [CH3:16][CH2:17][OH:18].[CH3:1][O:2][C:3]([c:4]1[cH:5][cH:6][c:7]([CH:10]=[O:11])[cH:8][cH:9]1)=[O:12].[ClH:13].[NH2:14][OH:15]>>[CH3:1][O:2][C:3]([c:4]1[cH:5][cH:6][c:7]([CH2:10][NH:14][OH:15])[cH:8][cH:9]1)=[O:12]. Reactants: CN=C=O (Methylisocyanate), ( 30 ), NC1=CC(=NS1)C (5-amino-3-methylisothiazole). Solvent: O1CCCC1 (tetrahydrofuran). The product is CC1=NSC(=C1)NC(=O)NC (1-(3-methyl-5-isothiazolyl)-3-methylurea). The yield is 54.5%. RXN SMILES: [CH3:1][N:2]=[C:3]=[O:4].[NH2:5][C:6]1[S:10][N:9]=[C:8]([CH3:11])[CH:7]=1>O1CCCC1>[CH3:11][C:8]1[CH:7]=[C:6]([NH:5][C:3]([NH:2][CH3:1])=[O:4])[S:10][N:9]=1. Reported procedure: Methylisocyanate (1.96 milliliters, 0.04 mole) was added dropwise to a thirty (30) milliliter solution of tetrahydrofuran (distilled from calcium hydride) containing the above mentioned 5-amino-3-methylisothiazole (5.0 grams, 0.04 mole), and then the resulting yellow solution was refluxed for 3 hours, during which time a white precipitate formed. The solution was cooled and filtered, giving 3.73 grams of 1-(3-methyl-5-isothiazolyl)-3-methylurea, also referred to as 3-methyl-5-N-methylureidoisoth... Procedure: 4.0 g of XXVIII was refluxed in 20 ml of formamide for 30 minutes. After cooling 30 ml of ethanol was added and the yellow crystals were filtered off and recrystallized from 15 ml of DMF. Yield 2.0 g (XXIX) NMR (see Table I). The product is CC(CN1C(NC(C=2NC=NC12)=O)=O)(C)C (3,7-dihydro-3-(2,2-dimethylpropyl)-1H-purine-2,6-dione). Reactants: NC=1C(NC(N(C1N)CC(C)(C)C)=O)=O (5,6-diamino-1-(2,2-dimethylpropyl)-2,4-(1H,3H)-pyrimidinedione), C(C)O (ethanol). Run in C(=O)N (formamide). RXN SMILES: [NH2:1][C:2]1[C:3](=[O:15])[NH:4][C:5](=[O:14])[N:6]([CH2:9][C:10]([CH3:13])([CH3:12])[CH3:11])[C:7]=1[NH2:8].[CH2:16](O)C>C(N)=O>[CH3:13][C:10]([CH3:11])([CH3:12])[CH2:9][N:6]1[C:7]2[N:8]=[CH:16][NH:1][C:2]=2[C:3](=[O:15])[NH:4][C:5]1=[O:14]. Reactants: COC(=O)C1=CC=2N=CN=C(C2S1)NCCC1=CC=C(C=C1)NC(C1=CC(=CC=C1)C(F)(F)F)=O (4-{2-[4-(3-trifluoromethyl-benzoylamino)-phenyl]-ethylamino}-thieno[3,2-d]pyrimidine-6-carboxylic acid methyl ester), [Li+].[OH-] (LiOH). Run in C1CCOC1 (THF). Reaction conditions: temperature 70 celsius. Product: FC(C=1C=C(C(=O)NC2=CC=C(C=C2)CCNC=2C3=C(N=CN2)C=C(S3)C(=O)O)C=CC1)(F)F (4-{2-[4-(3-trifluoromethyl-benzoylamino)-phenyl]-ethylamino}-thieno[3,2-d]pyrimidine-6-carboxylic acid). RXN SMILES: C[O:2][C:3]([C:5]1[S:13][C:12]2[C:11]([NH:14][CH2:15][CH2:16][C:17]3[CH:22]=[CH:21][C:20]([NH:23][C:24](=[O:35])[C:25]4[CH:30]=[CH:29][CH:28]=[C:27]([C:31]([F:34])([F:33])[F:32])[CH:26]=4)=[CH:19][CH:18]=3)=[N:10][CH:9]=[N:8][C:7]=2[CH:6]=1)=[O:4].[Li+].[OH-]>C1COCC1>[F:33][C:31]([F:32])([F:34])[C:27]1[CH:26]=[C:25]([CH:30]=[CH:29][CH:28]=1)[C:24]([NH:23][C:20]1[CH:19]=[CH:18][C:17]([CH2:16][CH2:15][NH:14][C:11]2[C:12]3[S:13][C:5]([C:3]([OH:4])=[O:2])=[CH:6][C:7]=3[N:8]=[CH:9][N:10]=2)=[CH:22][CH:21]=1)=[O:35] |f:1.2|. Procedure details: To a solution of compound 26.1 (0.72 mmol) in THF (5.0 mL) was added aqueous 1.0 M LiOH (6.0 equivalents). The reaction mixture was stirred at 70° C. until all of the starting material was consumed. The reaction was cooled, neutralized with 10% HCl and concentrated to dryness under reduced pressure to provide 4-{2-[4-(3-trifluoromethyl-benzoylamino)-phenyl]-ethylamino}-thieno[3,2-d]pyrimidine-6-carboxylic acid (compound 26.2). Starting materials: C(C)C(CC)C=1C=2N(N=C(C1)C)C(=C(N2)C)I (8-(1-ethyl-propyl)-3-iodo-2,6-dimethyl-imidazo[1,2-b]pyridazine), Teflon, ClC1=CSC2=NC=CC=C21 (3-Chloro-thieno[2,3-b]pyridine), C(CCC)[Li] (n-butyl lithium), CCCCCC (hexane). Reagents/catalysts: C1=CC=C(C=C1)P([C-]2C=CC=C2)C3=CC=CC=C3.C1=CC=C(C=C1)P([C-]2C=CC=C2)C3=CC=CC=C3.Cl[Pd]Cl.[Fe+2] (PdCl2(dppf)), [Cl-].[Cl-].[Zn+2] (ZnCl2). Run in C1CCOC1 (THF), C1CCOC1 (THF). Run at temperature -78 celsius, time 3 minute. Product: ClC1=C(SC2=NC=CC=C21)C2=C(N=C1N2N=C(C=C1C(CC)CC)C)C (3-(3-Chloro-thieno[2,3-b]pyridin-2-yl)-8-(1-ethyl-propyl)-2,6-dimethyl-imidazo[1,2-b]pyridazine). RXN SMILES: [Cl:1][C:2]1[C:10]2[C:5](=[N:6][CH:7]=[CH:8][CH:9]=2)[S:4][CH:3]=1.C([Li])CCC.CCCCCC.[CH2:22]([CH:24]([C:27]1[C:28]2[N:29]([C:34](I)=[C:35]([CH3:37])[N:36]=2)[N:30]=[C:31]([CH3:33])[CH:32]=1)[CH2:25][CH3:26])[CH3:23]>C1COCC1.[Cl-].[Cl-].[Zn+2].C1C=CC(P(C2C=CC=CC=2)[C-]2C=CC=C2)=CC=1.C1C=CC(P(C2C=CC=CC=2)[C-]2C=CC=C2)=CC=1.Cl[Pd]Cl.[Fe+2]>[Cl:1][C:2]1[C:10]2[C:5](=[N:6][CH:7]=[CH:8][CH:9]=2)[S:4][C:3]=1[C:34]1[N:29]2[N:30]=[C:31]([CH3:33])[CH:32]=[C:27]([CH:24]([CH2:22][CH3:23])[CH2:25][CH3:26])[C:28]2=[N:36][C:35]=1[CH3:37] |f:5.6.7,8.9.10.11|. Reported procedure: 250 mg of 3-Chloro-thieno[2,3-b]pyridine (1.5 mmol) is dissolved in 2.0 ml of dry THF and cooled to −78° C. 0.59 ml of n-butyl lithium 2.5 M in hexane (1.5 mmol) is added slowly and stirred at room temperature for 3 min and cooled to −78° C. 3.0 ml of 0.5 M ZnCl2 in THF (1.5 mmol) is added and stirred at room temperature for 20 min. 343 mg of 8-(1-ethyl-propyl)-3-iodo-2,6-dimethyl-imidazo[1,2-b]pyridazine (1.0 mmol) and 41 mg of PdCl2(dppf) (0.05 mmol) are added and the reaction vial is capped w... The reactants are C(C)C1(C(NC1OC1=CC=C(C=C1)C(CCC#N)=O)=O)CC (3,3-diethyl-4-(RS)-[4-(1-oxo-3-cyanopropyl)phenoxy]azetidin-2-one), C(C=C)[C@H](C1=CC=C(C=C1)C)N=C=O ((R)-α-allyl-4-methylbenzyl isocyanate), C([O-])([O-])=O.[K+].[K+] (potassium carbonate). The solvent is CN(C)C=O (DMF). The product is C(C)C1(C(N([C@H]1OC1=CC=C(C=C1)C(CCC#N)=O)C(=O)N[C@@H](C1=CC=C(C=C1)C)CC=C)=O)CC (3,3-Diethyl-1-[(R)-α-(allyl)-4-(methyl)benzylaminocarbonyl]-4-(S)-[4-(1-oxo-3-cyanopropyl)phenoxy]azetidin-2-one). RXN SMILES: [CH2:1]([C:3]1([CH2:21][CH3:22])[CH:6]([O:7][C:8]2[CH:13]=[CH:12][C:11]([C:14](=[O:19])[CH2:15][CH2:16][C:17]#[N:18])=[CH:10][CH:9]=2)[NH:5][C:4]1=[O:20])[CH3:2].[CH2:23]([C@@H:26]([N:34]=[C:35]=[O:36])[C:27]1[CH:32]=[CH:31][C:30]([CH3:33])=[CH:29][CH:28]=1)[CH:24]=[CH2:25].C(=O)([O-])[O-].[K+].[K+]>CN(C=O)C>[CH2:21]([C:3]1([CH2:1][CH3:2])[C@H:6]([O:7][C:8]2[CH:13]=[CH:12][C:11]([C:14](=[O:19])[CH2:15][CH2:16][C:17]#[N:18])=[CH:10][CH:9]=2)[N:5]([C:35]([NH:34][C@H:26]([CH2:23][CH:24]=[CH2:25])[C:27]2[CH:32]=[CH:31][C:30]([CH3:33])=[CH:29][CH:28]=2)=[O:36])[C:4]1=[O:20])[CH3:22] |f:2.3.4|. Reported procedure: According to the procedure of Example 21, Step B, 1.29 gm (4.3 mmol) of 3,3-diethyl-4-(RS)-[4-(1-oxo-3-cyanopropyl)phenoxy]azetidin-2-one, 0.965 gm (5.15 mmol) of (R)-α-allyl-4-methylbenzyl isocyanate, 59 mg (0.43 mmol) of potassium carbonate in 20 mL of DMF gave, after EPLC purification on 1 kg of silica eluting with 8 L of 72:28 hexanes: ethyl acetate 1.0 gm of the product as an oil. Reactants: C(Cl)Cl (CH2Cl2), FC(/C=C/C(=O)O)(F)F (4,4,4-trifluorocrotonic acid), C(C)(C)(C)NC1=CC=CC=C1 (t-butylaniline), Cl.CN(CCCN=C=NCC)C (1-(3-dimethylamino-propyl)-3-ethylcarbodiimide hydrochloride), C(Cl)Cl (CH2Cl2). The reagents and catalysts are CN(C)C=1C=CN=CC1 (DMAP). Product: C(C)(C)(C)C1=CC=C(C=C1)NC(\C=C\C(F)(F)F)=O (N-(4'-(t-butyl)phenyl)-4,4,4-trifluorocrotonamide). As a reaction SMILES: [F:1][C:2]([F:9])([F:8])/[CH:3]=[CH:4]/[C:5](O)=[O:6].C([NH:14][C:15]1[CH:20]=[CH:19][CH:18]=[CH:17][CH:16]=1)(C)(C)C.Cl.CN(C)[CH2:24][CH2:25][CH2:26]N=C=NCC.[CH2:33](Cl)Cl>CN(C1C=CN=CC=1)C>[C:25]([C:18]1[CH:17]=[CH:16][C:15]([NH:14][C:5](=[O:6])/[CH:4]=[CH:3]/[C:2]([F:9])([F:8])[F:1])=[CH:20][CH:19]=1)([CH3:26])([CH3:33])[CH3:24] |f:2.3|. Reported procedure: A solution of 4,4,4-trifluorocrotonic acid (300 mg, 1.90 mmole), t-butylaniline (371 μL, 2.28 mmole), 1-(3-dimethylamino-propyl)-3-ethylcarbodiimide hydrochloride (510 mg, 2.66 mmole) and DMAP (8 mg) in CH2Cl2 (5 mL) was stirred at room temperature for 18 hrs. The mixture was diluted with CH2Cl2, washed with 1N NaOH, water, 1N HCl, 10% NaHCO3 and dried (MgSO4). Evaporation in vacuo to gave the title compound as a white solid. NMR (CDCl3): δ 1.33 (s, 9H); 6.63 (d, 1H); 6.90 (dq, 1H); 7.37 (s, 1H)... Yield: 63.7%. Procedure: A solution of N-ethyl-N-methyl-2-[6-(methyloxy)-7-nitro-3,4-dihydro-1(2 H)-quinolinyl]-2-oxoethanamine (2.02 g, 6.57 mmol) and 10% palladium on carbon (1.05 g) in methanol (55 mL) was maintained under 40 psi of H2 gas in a pressure flask for 24 hours. The solution was purged with nitrogen, filtered through celite, taken to a residue under reduced pressure, and purified by column chromatography to afford 1-{[ethyl(methyl)amino]acetyl}-6-(methyloxy)-1,2,3,4-tetrahydro-7-quinolinamine (1.16 g, 64% ... Reaction SMILES: [CH2:1]([N:3]([CH3:22])[CH2:4][C:5]([N:7]1[C:16]2[C:11](=[CH:12][C:13]([O:20][CH3:21])=[C:14]([N+:17]([O-])=O)[CH:15]=2)[CH2:10][CH2:9][CH2:8]1)=[O:6])[CH3:2]>[Pd].CO>[CH2:1]([N:3]([CH2:4][C:5]([N:7]1[C:16]2[C:11](=[CH:12][C:13]([O:20][CH3:21])=[C:14]([NH2:17])[CH:15]=2)[CH2:10][CH2:9][CH2:8]1)=[O:6])[CH3:22])[CH3:2]. Reactants: C(C)N(CC(=O)N1CCCC2=CC(=C(C=C12)[N+](=O)[O-])OC)C (N-ethyl-N-methyl-2-[6-(methyloxy)-7-nitro-3,4-dihydro-1(2 H)-quinolinyl]-2-oxoethanamine). The solvent is CO (methanol). The reagents and catalysts are [Pd] (palladium on carbon). The product is C(C)N(C)CC(=O)N1CCCC2=CC(=C(C=C12)N)OC (1-{[ethyl(methyl)amino]acetyl}-6-(methyloxy)-1,2,3,4-tetrahydro-7-quinolinamine).